From a dataset of the Open Reaction Database (ORD), a public repository of structured organic reaction records. describe an organic reaction: reactants, conditions, products, and yield The reactants are C(C=O)(=O)OCC (ethyl glyoxylate), NC[C@H](C)O ((2S)-1-aminopropan-2-ol), CC=1C=CC(=C(C(=O)O)C1)N1N=CC=N1 (5-methyl-2-(2H-1,2,3-triazol-2-yl)benzoic acid). The solvent is C1(=CC=CC=C1)C (toluene). The product is C[C@H]1CN(C(O1)C(=O)OCC)C(C1=C(C=CC(=C1)C)N1N=CC=N1)=O (Ethyl(2RS,5S)-5-methyl-3-[5-methyl-2-(2H-1,2,3-triazol-2-yl)benzoyl]-1,3-oxazolidine-2-carboxylate). As a reaction SMILES: [C:1]([O:5][CH2:6][CH3:7])(=[O:4])[CH:2]=[O:3].[NH2:8][CH2:9][C@@H:10](O)[CH3:11].[CH3:13][C:14]1[CH:15]=[CH:16][C:17]([N:23]2[N:27]=[CH:26][CH:25]=[N:24]2)=[C:18]([CH:22]=1)[C:19](O)=[O:20]>C1(C)C=CC=CC=1>[CH3:11][C@@H:10]1[O:3][CH:2]([C:1]([O:5][CH2:6][CH3:7])=[O:4])[N:8]([C:19](=[O:20])[C:18]2[CH:22]=[C:14]([CH3:13])[CH:15]=[CH:16][C:17]=2[N:23]2[N:27]=[CH:26][CH:25]=[N:24]2)[CH2:9]1. Reported procedure: By using ethyl glyoxylate (polymer type, a solution of 47% toluene) (0.5 mL, 2.4 mmol), (2S)-1-aminopropan-2-ol (0.18 mL, 2.4 mmol) and 5-methyl-2-(2H-1,2,3-triazol-2-yl)benzoic acid (0.20 g, 0.98 mmol), the same procedure as in Reference Example 1 was carried out to obtain the title compound (0.11 g) (colorless oil). The yield is 89.2%. The product is C(C1=CC=CC=C1)N1C2CN(C(C1)C2)CCC#N (2-Benzyl-5-cyanoethyl-2,5-diazabicyclo[2.2.1]heptane). The solvent is C1(=CC=CC=C1)C (toluene). Procedure: Freshly distilled acrylonitrile (2.5 g) is added to a solution of 3 g of 2-benzyl-2,5-diazabicyclo [2.2.1]heptane in 40 mL of anhydrous toluene and refluxed with vigorous stirring. The solution was cooled, filtered and evaporated. Bulb tube distillation (boiling point: 120°-130° C. at 0.01 mbar) resulted in 3.43 g of 142 as a colorless oil (88% of the theoretical yield). The reactants are C(C=C)#N (acrylonitrile), C(C1=CC=CC=C1)N1C2CNC(C1)C2 (2-benzyl-2,5-diazabicyclo [2.2.1]heptane). Reaction SMILES: [C:1](#[N:4])[CH:2]=[CH2:3].[CH2:5]([N:12]1[CH2:17][CH:16]2[CH2:18][CH:13]1[CH2:14][NH:15]2)[C:6]1[CH:11]=[CH:10][CH:9]=[CH:8][CH:7]=1>C1(C)C=CC=CC=1>[CH2:5]([N:12]1[CH2:17][CH:16]2[CH2:18][CH:13]1[CH2:14][N:15]2[CH2:3][CH2:2][C:1]#[N:4])[C:6]1[CH:7]=[CH:8][CH:9]=[CH:10][CH:11]=1. Reactants: CCOC(=O)c1sc(N2CCN(Cc3ccc(C(F)(F)F)cc3)C2=O)cc1C, CCO, Cl, [Na+], [OH-]. Yields the product Cc1cc(N2CCN(Cc3ccc(C(F)(F)F)cc3)C2=O)sc1C(=O)O. Reaction SMILES: [CH3:1][c:2]1[c:3]([C:24](=[O:25])[O:26][CH2:27][CH3:28])[s:4][c:5]([N:7]2[C:8](=[O:23])[N:9]([CH2:12][c:13]3[cH:14][cH:15][c:16]([C:19]([F:20])([F:21])[F:22])[cH:17][cH:18]3)[CH2:10][CH2:11]2)[cH:6]1.[CH3:32][CH2:33][OH:34].[ClH:31].[Na+:30].[OH-:29]>>[CH3:1][c:2]1[c:3]([C:24](=[O:25])[OH:26])[s:4][c:5]([N:7]2[C:8](=[O:23])[N:9]([CH2:12][c:13]3[cH:14][cH:15][c:16]([C:19]([F:20])([F:21])[F:22])[cH:17][cH:18]3)[CH2:10][CH2:11]2)[cH:6]1. Reactants: CNC (dimethylamine), BrCCCCCCCCBr (1,8-dibromooctane), ClC=1C=NC=C(C1NC1=CC(OC2=C(C(=CC=C12)OC)O)=O)Cl (4-(3,5-dichloropyridin-4-ylamino)-8-hydroxy-7-methoxy-2H-chromen-2-one). Yields the product ClC=1C=NC=C(C1NC1=CC(OC2=C(C(=CC=C12)OC)OCCCCCCCCN(C)C)=O)Cl (4-(3,5-Dichloropyridin-4-ylamino)-8-(8-(dimethylamino)octyloxy)-7-methoxy-2H-chromen-2-one). RXN SMILES: [CH3:1][NH:2][CH3:3].Br[CH2:5][CH2:6][CH2:7][CH2:8][CH2:9][CH2:10][CH2:11][CH2:12]Br.[Cl:14][C:15]1[CH:16]=[N:17][CH:18]=[C:19]([Cl:36])[C:20]=1[NH:21][C:22]1[C:31]2[C:26](=[C:27]([OH:34])[C:28]([O:32][CH3:33])=[CH:29][CH:30]=2)[O:25][C:24](=[O:35])[CH:23]=1>>[Cl:14][C:15]1[CH:16]=[N:17][CH:18]=[C:19]([Cl:36])[C:20]=1[NH:21][C:22]1[C:31]2[C:26](=[C:27]([O:34][CH2:5][CH2:6][CH2:7][CH2:8][CH2:9][CH2:10][CH2:11][CH2:12][N:2]([CH3:3])[CH3:1])[C:28]([O:32][CH3:33])=[CH:29][CH:30]=2)[O:25][C:24](=[O:35])[CH:23]=1. Procedure details: The title compound was prepared from dimethylamine, 1,8-dibromooctane, and 4-(3,5-dichloropyridin-4-ylamino)-8-hydroxy-7-methoxy-2H-chromen-2-one (Example 29) following the procedures outlined in Examples 25 & 27. 1H NMR (400 MHz, DMSO-d6): δ 9.38 (br s, 1H), 8.59 (s, 2H), 7.85 (d, 1H), 7.05 (d, 1H), 4.26 (br s, 1H), 3.95 (t, 2H), 3.87 (s, 3H), 2.50 (br, 2H), 2.34 (s, 6H), 1.67 (m, 2H), 1.45 (m, 4H), 1.28 (m, 6H); MS (ESI): 508.0.